Dataset: the Open Reaction Database (ORD), a public repository of structured organic reaction records. Task: describe an organic reaction: reactants, conditions, products, and yield Reactants: NC=1C=NC2=CC=CC=C2C1NCC1=CC=CC=C1 (3-amino-4-(benzylamino)quinoline), C(C)(OCC)(OCC)OCC (triethyl orthoacetate). Solvent: C(C)(=O)O (acetic acid). Yields the product O.C(C1=CC=CC=C1)N1C(=NC=2C=NC=3C=CC=CC3C21)C (1-benzyl-2-methyl-1H-imidazo[4,5-c]quinoline hydrate). Reaction SMILES: [NH2:1][C:2]1[CH:3]=[N:4][C:5]2[C:10]([C:11]=1[NH:12][CH2:13][C:14]1[CH:19]=[CH:18][CH:17]=[CH:16][CH:15]=1)=[CH:9][CH:8]=[CH:7][CH:6]=2.[C:20](OCC)(OCC)([O:22]CC)[CH3:21]>C(O)(=O)C>[OH2:22].[CH2:13]([N:12]1[C:11]2[C:10]3[CH:9]=[CH:8][CH:7]=[CH:6][C:5]=3[N:4]=[CH:3][C:2]=2[N:1]=[C:20]1[CH3:21])[C:14]1[CH:19]=[CH:18][CH:17]=[CH:16][CH:15]=1 |f:3.4|. Reported procedure: Using the method of Example 49, 3-amino-4-(benzylamino)quinoline (from Example 127, Part B), was reacted with triethyl orthoacetate and acetic acid to provide 1-benzyl-2-methyl-1H-imidazo[4,5-c]quinoline hydrate, m.p. 145°-147° C. Analysis: Calculated for C18H15N3.2.25H2O: %C, 68.9; %H, 6.3, %N, 13.4; Found: %C, 69.2; %H, 6.0; %N 13.4.